This data is from the Open Reaction Database (ORD), a public repository of structured organic reaction records. The task is: describe an organic reaction: reactants, conditions, products, and yield Reactants: O=C1COC2=C(OC1)C=CC=C2 (3-Oxo-3,4-dihydro-2H-1,5-benzodioxepin), CS(=C)(=O)C (dimethyloxosulfonium methylide), [H-].[Na+] (sodium hydride), [I-].C[S+](=O)(C)C (trimethyloxosulfonium iodide). Run in CS(=O)C (dimethyl sulfoxide). Conditions: time 24 hour. Yields the product O1C2(C1)COC1=C(OC2)C=CC=C1 (3,4-dihydro-2H-1,5-benzodioxepin-3-spiro-2'-oxirane). As a reaction SMILES: [O:1]=[C:2]1[CH2:8][O:7][C:6]2[CH:9]=[CH:10][CH:11]=[CH:12][C:5]=2[O:4][CH2:3]1.[CH3:13]S(C)(=O)=C.[H-].[Na+].[I-].C[S+](C)(C)=O>CS(C)=O>[O:1]1[CH2:13][C:2]21[CH2:3][O:4][C:5]1[CH:12]=[CH:11][CH:10]=[CH:9][C:6]=1[O:7][CH2:8]2 |f:2.3,4.5|. Procedure details: 3-Oxo-3,4-dihydro-2H-1,5-benzodioxepin (1.64 g.; 10 millimoles) from Example 1, Step C, is added slowly with stirring during 15 minutes at ambient temperature to a solution of dimethyloxosulfonium methylide prepared under nitrogen from 15 millimoles of sodium hydride, 15 millimoles of trimethyloxosulfonium iodide, and 30 mls. of dimethyl sulfoxide. The mixture is stirred for 24 hours at ambient temperature and then 2 hours at 45°-50° C. The mixture is cooled and poured onto 50 g. of ice and repe...